From a dataset of the Open Reaction Database (ORD), a public repository of structured organic reaction records. describe an organic reaction: reactants, conditions, products, and yield The reactants are CCCN(CCC)C(=O)C(CCC(=O)O)NC(=O)C(C(=O)O)=C1SC=CS1, C1COCCO1. Yields the product CCCN(CCC)C(=O)C(CCC(=O)O)NC(=O)C=C1SC=CS1. RXN SMILES: [C:1]([OH:2])(=[O:3])[C:4]([C:5](=[O:6])[NH:7][CH:8]([CH2:9][CH2:10][C:11](=[O:12])[OH:13])[C:14](=[O:15])[N:16]([CH2:17][CH2:18][CH3:19])[CH2:20][CH2:21][CH3:22])=[C:23]1[S:24][CH:25]=[CH:26][S:27]1.[O:28]1[CH2:29][CH2:30][O:31][CH2:32][CH2:33]1>>[CH:4]([C:5](=[O:6])[NH:7][CH:8]([CH2:9][CH2:10][C:11](=[O:12])[OH:13])[C:14](=[O:15])[N:16]([CH2:17][CH2:18][CH3:19])[CH2:20][CH2:21][CH3:22])=[C:23]1[S:24][CH:25]=[CH:26][S:27]1. Starting materials: Cl.C1(CCC1)C(=N)N (cyclobutanecarboxamidine hydrochloride), C(C)OC=CC#N (3-ethoxy-acrylonitrile). Product: C1(CCC1)C1=NC=CC(=N1)N (2-Cyclobutyl-pyrimidin-4-ylamine), solid. RXN SMILES: Cl.[CH:2]1([C:6]([NH2:8])=[NH:7])[CH2:5][CH2:4][CH2:3]1.C(O[CH:12]=[CH:13][C:14]#[N:15])C>>[CH:2]1([C:6]2[N:8]=[C:14]([NH2:15])[CH:13]=[CH:12][N:7]=2)[CH2:5][CH2:4][CH2:3]1 |f:0.1|. Procedure: This intermediate was made according to example 2, step A] method from cyclobutanecarboxamidine hydrochloride (0.3 g, obtained from cyclobutanecarbonitrile in analogy to Synth. Commun. 12 (13), 1982, 989-993 and Tetrahedron Lett. 31 (14), 1990, 1969-1972) and 3-ethoxy-acrylonitrile (0.3 g). 2-Cyclobutyl-pyrimidin-4-ylamine was obtained as a light brown solid (0.26 g): 1H NMR (δ, DMSO-d6): 7.98 (d, 1H), 6.66 (br s, 2H), 6.21 (s, 1H), 3.35-3-37 (m, 1H), 2.33-2.23 (m, 2H), 2.19-2.12 (m, 2H), 1.99-1... The reactants are CO, CCOC(=O)C1CC1c1cccc(OC)c1, [Na+], [OH-]. Yields the product COc1cccc(C2CC2C(=O)O)c1. As a reaction SMILES: [CH3:19][OH:20].[CH3:1][O:2][c:3]1[cH:4][c:5]([CH:9]2[CH:10]([C:12](=[O:13])[O:14][CH2:15][CH3:16])[CH2:11]2)[cH:6][cH:7][cH:8]1.[Na+:18].[OH-:17]>>[CH3:1][O:2][c:3]1[cH:4][c:5]([CH:9]2[CH:10]([C:12](=[O:13])[OH:14])[CH2:11]2)[cH:6][cH:7][cH:8]1. Starting materials: O=S(=O)(c1ccccc1)n1ncc2c(-c3nnc(CCl)o3)cc(Br)cc21, C1CCC2(C1)CNCCO2, CC#N, CCN(C(C)C)C(C)C, ClCCl, [I-], [Na+]. Yields the product O=S(=O)(c1ccccc1)n1ncc2c(-c3nnc(CN4CCOC5(CCCC5)C4)o3)cc(Br)cc21. Reaction SMILES: [Br:1][c:2]1[cH:3][c:4](-[c:20]2[o:21][c:22]([CH2:25][Cl:26])[n:23][n:24]2)[c:5]2[cH:6][n:7][n:8]([S:11](=[O:12])(=[O:13])[c:14]3[cH:15][cH:16][cH:17][cH:18][cH:19]3)[c:9]2[cH:10]1.[CH2:27]1[CH2:28][CH2:29][CH2:30][C:31]12[O:32][CH2:33][CH2:34][NH:35][CH2:36]2.[CH3:48][C:49]#[N:50].[CH:37]([N:38]([CH2:39][CH3:40])[CH:41]([CH3:42])[CH3:43])([CH3:44])[CH3:45].[Cl:51][CH2:52][Cl:53].[I-:47].[Na+:46]>>[Br:1][c:2]1[cH:3][c:4](-[c:20]2[o:21][c:22]([CH2:25][N:35]3[CH2:34][CH2:33][O:32][C:31]4([CH2:27][CH2:28][CH2:29][CH2:30]4)[CH2:36]3)[n:23][n:24]2)[c:5]2[cH:6][n:7][n:8]([S:11](=[O:12])(=[O:13])[c:14]3[cH:15][cH:16][cH:17][cH:18][cH:19]3)[c:9]2[cH:10]1. Starting materials: CS(=O)(=O)C1=NC=CC(=N1)N1C=NC2=C1C=CC=C2 (2-methanesulfonyl-4-[benzimidazol-1-yl]pyrimidine), C1(=CC=CC=C1)[C@@H](C)N ((R)-1-phenylethylamine). The product is C1(=CC=CC=C1)[C@@H](C)NC1=NC=CC(=N1)N1C=NC2=C1C=CC=C2 (2-[(R)-1-Phenylethylamino]-4-[benzimidazol-1-yl]pyrimidine). RXN SMILES: CS([C:5]1[N:10]=[C:9]([N:11]2[C:15]3[CH:16]=[CH:17][CH:18]=[CH:19][C:14]=3[N:13]=[CH:12]2)[CH:8]=[CH:7][N:6]=1)(=O)=O.[C:20]1([C@H:26]([NH2:28])[CH3:27])[CH:25]=[CH:24][CH:23]=[CH:22][CH:21]=1>>[C:20]1([C@H:26]([NH:28][C:5]2[N:10]=[C:9]([N:11]3[C:15]4[CH:16]=[CH:17][CH:18]=[CH:19][C:14]=4[N:13]=[CH:12]3)[CH:8]=[CH:7][N:6]=2)[CH3:27])[CH:25]=[CH:24][CH:23]=[CH:22][CH:21]=1. Procedure details: 2-methanesulfonyl-4-[benzimidazol-1-yl]pyrimidine was reacted with (R)-1-phenylethylamine according to the procedure described in EXAMPLE 1, Step C to afford the title compound. Mass Spectrum (CI): m/e 316.1 (M+1). 1H NMR (500 MHz, CDCl3): δ 8.49 (br s, 1H); 8.37 (d, J=5.1 Hz, 1H); 7.83 (d, J=8.0 Hz, 1H); 7.3-7.5 (m, 8H); 6.77 (d, J=5.3 Hz, 1H); 6.03 (br s, 1H); 5.22 (br s, 1H); 1.65 (d, J=7.0 Hz, 3H). Reactants: FC=1C=C(C=CC1OC)SC(CC(=O)O)(C)C (3-(3-fluoro-4-methoxy-phenylsulfanyl)-3-methyl-butyric acid), FC=1C=C(C=CC1OC)SC(CC(=O)O)(C)C (3-(3-fluoro-4-methoxy-phenylsulfanyl)-3-methyl-butyric acid), C(C(=O)Cl)(=O)Cl (oxalyl chloride). Run in C1=CC=CC=C1 (benzene), C1=CC=CC=C1 (benzene). Run at time 3 hour. Product: FC=1C=C(C=CC1OC)SC(CC(=O)Cl)(C)C (3-(3-fluoro-4-methoxy-phenysulfanyl)-3-methyl-butyroyl chloride). The yield is 88.2%. As a reaction SMILES: [F:1][C:2]1[CH:3]=[C:4]([S:10][C:11]([CH3:17])([CH3:16])[CH2:12][C:13](O)=[O:14])[CH:5]=[CH:6][C:7]=1[O:8][CH3:9].C(Cl)(=O)C([Cl:21])=O>C1C=CC=CC=1>[F:1][C:2]1[CH:3]=[C:4]([S:10][C:11]([CH3:17])([CH3:16])[CH2:12][C:13]([Cl:21])=[O:14])[CH:5]=[CH:6][C:7]=1[O:8][CH3:9]. Procedure: To a solution of 3-(3-fluoro-4-methoxy-phenylsulfanyl)-3-methyl-butyric acid (Compound 201, 3.00 g, 11.6 mmol) in 40 mL of benzene at room temperature was added a solution of oxalyl chloride (2.21 g, 17.4 mmol) in 5 mL of benzene over 30 minutes. After 3 hours, the solution was washed with ice cold 5% aqueous NaOH (CAUTION: a large volume of gas is released during this procedure), followed by ice cold H2O, and finally saturated aqueous NaCl. The solution was dried (Na2SO4) and concentrated under... The reactants are CCOC(C)=O, ClCCl, O=C(O)COc1ncc(C(=O)Nc2ccc(F)cc2)cn1, CCCCNS(=O)(=O)c1cccc(N)c1. Product: CCCCNS(=O)(=O)c1cccc(NC(=O)COc2ncc(C(=O)Nc3ccc(F)cc3)cn2)c1. RXN SMILES: [CH3:37][CH2:38][O:39][C:40](=[O:41])[CH3:42].[Cl:43][CH2:44][Cl:45].[F:1][c:2]1[cH:3][cH:4][c:5]([NH:8][C:9](=[O:10])[c:11]2[cH:12][n:13][c:14]([O:17][CH2:18][C:19](=[O:20])[OH:21])[n:15][cH:16]2)[cH:6][cH:7]1.[NH2:22][c:23]1[cH:24][c:25]([S:29](=[O:30])(=[O:31])[NH:32][CH2:33][CH2:34][CH2:35][CH3:36])[cH:26][cH:27][cH:28]1>>[F:1][c:2]1[cH:3][cH:4][c:5]([NH:8][C:9](=[O:10])[c:11]2[cH:12][n:13][c:14]([O:17][CH2:18][C:19](=[O:21])[NH:22][c:23]3[cH:24][c:25]([S:29](=[O:30])(=[O:31])[NH:32][CH2:33][CH2:34][CH2:35][CH3:36])[cH:26][cH:27][cH:28]3)[n:15][cH:16]2)[cH:6][cH:7]1. The reactants are CC(C)(C)OC(=O)N1CCCc2cc(OS(=O)(=O)C(F)(F)F)ccc21, C#CCCCO, C1CCNCC1, Cl, I[Cu]I, O, c1ccc(P(c2ccccc2)(c2ccccc2)[Pd](P(c2ccccc2)(c2ccccc2)c2ccccc2)(P(c2ccccc2)(c2ccccc2)c2ccccc2)P(c2ccccc2)(c2ccccc2)c2ccccc2)cc1. Product: CC(C)(C)OC(=O)N1CCCc2cc(C#CCCCO)ccc21. Reaction SMILES: [C:1]([CH3:2])([CH3:3])([CH3:4])[O:5][C:6](=[O:7])[N:8]1[CH2:9][CH2:10][CH2:11][c:12]2[cH:13][c:14]([O:18][S:19]([C:20]([F:21])([F:22])[F:23])(=[O:24])=[O:25])[cH:15][cH:16][c:17]21.[CH2:26]([CH2:27][CH2:28][C:29]#[CH:30])[OH:31].[CH2:34]1[CH2:35][CH2:36][NH:37][CH2:38][CH2:39]1.[ClH:33].[Cu:117]([I:118])[I:119].[OH2:32].[cH:40]1[cH:41][cH:42][c:43]([P:44]([Pd:45]([P:46]([c:47]2[cH:48][cH:49][cH:50][cH:51][cH:52]2)([c:53]2[cH:54][cH:55][cH:56][cH:57][cH:58]2)[c:59]2[cH:60][cH:61][cH:62][cH:63][cH:64]2)([P:65]([c:66]2[cH:67][cH:68][cH:69][cH:70][cH:71]2)([c:72]2[cH:73][cH:74][cH:75][cH:76][cH:77]2)[c:78]2[cH:79][cH:80][cH:81][cH:82][cH:83]2)[P:84]([c:85]2[cH:86][cH:87][cH:88][cH:89][cH:90]2)([c:91]2[cH:92][cH:93][cH:94][cH:95][cH:96]2)[c:97]2[cH:98][cH:99][cH:100][cH:101][cH:102]2)([c:103]2[cH:104][cH:105][cH:106][cH:107][cH:108]2)[c:109]2[cH:110][cH:111][cH:112][cH:113][cH:114]2)[cH:115][cH:116]1>>[C:1]([CH3:2])([CH3:3])([CH3:4])[O:5][C:6](=[O:7])[N:8]1[CH2:9][CH2:10][CH2:11][c:12]2[cH:13][c:14]([C:30]#[C:29][CH2:28][CH2:27][CH2:26][OH:31])[cH:15][cH:16][c:17]21.